Task: describe an organic reaction: reactants, conditions, products, and yield. Dataset: the Open Reaction Database (ORD), a public repository of structured organic reaction records Starting materials: [OH-].[Na+] (sodium hydroxide), C(CC(O)(C(=O)O)CC(=O)O)(=O)O (citric acid), COC(=O)C=1N=C(OC1)C1CCN(CC1)C(=O)OC(C)(C)C (1,1-Dimethylethyl 4-[4-(methoxycarbonyl)-2-oxazolyl]-1-piperidinecarboxylate), COC(=O)C=1N=C(OC1)C1CCN(CC1)C(=O)OC(C)(C)C (1,1-dimethylethyl 4-[4-(methoxycarbonyl)-2-oxazolyl]-1-piperidinecarboxylate), O (water). Run in [Cl-].[Na+] (sodium chloride), C(C)OCC (diethyl ether), O1CCCC1 (tetrahydrofuran). Conditions: temperature 0 celsius, time 2 hour. The product is C(=O)(O)C=1N=C(OC1)C1CCN(CC1)C(=O)OC(C)(C)C (1-(1,1-dimethylethyl) 4-(4-carboxy-2-oxazolyl)-1-piperidine-carboxylate). RXN SMILES: C[O:2][C:3]([C:5]1[N:6]=[C:7]([CH:10]2[CH2:15][CH2:14][N:13]([C:16]([O:18][C:19]([CH3:22])([CH3:21])[CH3:20])=[O:17])[CH2:12][CH2:11]2)[O:8][CH:9]=1)=[O:4].O.[OH-].[Na+].C(O)(=O)CC(CC(O)=O)(C(O)=O)O>O1CCCC1.[Cl-].[Na+].C(OCC)C>[C:3]([C:5]1[N:6]=[C:7]([CH:10]2[CH2:11][CH2:12][N:13]([C:16]([O:18][C:19]([CH3:22])([CH3:21])[CH3:20])=[O:17])[CH2:14][CH2:15]2)[O:8][CH:9]=1)([OH:4])=[O:2] |f:2.3,6.7|. Reported procedure: 1,1-Dimethylethyl 4-[4-(methoxycarbonyl)-2-oxazolyl]-1-piperidinecarboxylate (i.e. the product of Example 7, Step C) (1.41 g, 4.55 mmol) was dissolved in 12 mL tetrahydrofuran, and 8 mL of water was added. The reaction mixture was cooled to 0° C. with vigorous stirring. A 1 N aqueous sodium hydroxide solution (9.1 mL) was added dropwise, and the reaction mixture was stirred at room temperature for 2 h. The mixture was diluted with saturated sodium chloride solution (10 mL), 30 mL of diethyl ethe... The reactants are C(Cl)(Cl)Cl (Chloroform), C(CCCCCCCCCCC)C1=CC=CC=C1 (n-dodecylbenzene), ClS(=O)(=O)O (chlorosulfonic acid), ice, [Cl-].[Na+] (sodium chloride). Run in C(Cl)(Cl)(Cl)Cl (carbon tetrachloride). Run at time 4 hour. Yields the product C(CCCCCCCCCCC)C1=CC=C(C=C1)S(=O)(=O)Cl (p-n-Dodecylbenzenesulfonyl Chloride). RXN SMILES: [CH2:1]([C:13]1[CH:18]=[CH:17][CH:16]=[CH:15][CH:14]=1)[CH2:2][CH2:3][CH2:4][CH2:5][CH2:6][CH2:7][CH2:8][CH2:9][CH2:10][CH2:11][CH3:12].[Cl:19][S:20](O)(=[O:22])=[O:21].C(Cl)(Cl)Cl.[Cl-].[Na+]>C(Cl)(Cl)(Cl)Cl>[CH2:1]([C:13]1[CH:14]=[CH:15][C:16]([S:20]([Cl:19])(=[O:22])=[O:21])=[CH:17][CH:18]=1)[CH2:2][CH2:3][CH2:4][CH2:5][CH2:6][CH2:7][CH2:8][CH2:9][CH2:10][CH2:11][CH3:12] |f:3.4|. Reported procedure: To a solution of 24.6 grams (0.1 mole) of n-dodecylbenzene in 150 ml of carbon tetrachloride was added with stirring 34.8 grams (0.3 mole) of chlorosulfonic acid over a 1-hour period. The reaction was exothermic with the temperature rising to 27° C. Stirring was continued for 4 hours after which the reaction mixture was carefully poured onto 1 liter of cracked ice with vigorous stirring. Chloroform (200 ml) was added and the aqueous layer was saturated with sodium chloride. The chloroform layer ... The reactants are C=1C=C[NH+]=CC1.[O-][Cr](=O)(=O)Cl (PCC), C(C1=CC=CC=C1)N1C(=NC2=C(C1=O)C1=C(S2)CCCC1)C1=CC(=C(C(=C1)OC)OC)OC (3-Benzyl-2-(3,4,5-trimethoxyphenyl)-5,6,7,8-tetrahydro-3H-benzo[4,5]thieno[2,3-d]pyrimidin-4-one), C=1C=C[NH+]=CC1.[O-][Cr](=O)(=O)Cl (PCC). RXN SMILES: [CH2:1]([N:8]1[C:13](=[O:14])[C:12]2[C:15]3[CH2:21][CH2:20][CH2:19][CH2:18][C:16]=3[S:17][C:11]=2[N:10]=[C:9]1[C:22]1[CH:27]=[C:26]([O:28][CH3:29])[C:25]([O:30][CH3:31])=[C:24]([O:32][CH3:33])[CH:23]=1)[C:2]1[CH:7]=[CH:6][CH:5]=[CH:4][CH:3]=1.C1C=C[NH+]=CC=1.[O-:40][Cr](Cl)(=O)=O>ClCCl>[CH2:1]([N:8]1[C:13](=[O:14])[C:12]2[C:15]3[CH2:21][CH2:20][CH2:19][C:18](=[O:40])[C:16]=3[S:17][C:11]=2[N:10]=[C:9]1[C:22]1[CH:23]=[C:24]([O:32][CH3:33])[C:25]([O:30][CH3:31])=[C:26]([O:28][CH3:29])[CH:27]=1)[C:2]1[CH:3]=[CH:4][CH:5]=[CH:6][CH:7]=1 |f:1.2|. Reported procedure: 3-Benzyl-2-(3,4,5-trimethoxyphenyl)-5,6,7,8-tetrahydro-3H-benzo[4,5]thieno[2,3-d]pyrimidin-4-one (Compound No. 1) (8.2 g, 17.7 mmol) dissolved in dry dichloromethane (30 ml) was added quickly to a mixture of PCC (19.2 g, 89.0 mmol, 500 mol-%) in dichloromethane (200 ml). During refluxing PCC was added several times until the reaction was completed. The reaction mixture was filtered through Celite with dichloromethane. The crude product was purified by flash chromatography. The yield of the compo... Run in ClCCl (dichloromethane), ClCCl (dichloromethane). Product: C(C1=CC=CC=C1)N1C(=NC2=C(C1=O)C1=C(S2)C(CCC1)=O)C1=CC(=C(C(=C1)OC)OC)OC (3-Benzyl-2-(3,4,5-trimethoxyphenyl)-6,7-dihydro-3H,5H-benzo[4,5]thieno[2,3-d]pyrimidine-4,8-dione). The reactants are CC1=NN(C(=N1)C)C1=CC(=NC(=N1)C)C1(CC(C1)C1=NC2=C(N1C)C=CC=C2)O (1-(6-(3,5-dimethyl-1H-1,2,4-triazol-1-yl)-2-methylpyrimidin-4-yl)-3-(1-methyl-1H-benzo[d]imidazol-2-yl)cyclobutanol), CCN(CC)S(F)(F)F (DAST). Run in C(Cl)Cl (CH2Cl2). The product is CC1=NN(C(=N1)C)C1=CC(=NC(=N1)C)C1(CC(C1)C1=NC2=C(N1C)C=CC=C2)F (2-(3-(6-(3,5-dimethyl-1H-1,2,4-triazol-1-yl)-2-methylpyrimidin-4-yl)-3-fluorocyclobutyl)-1-methyl-1H-benzo[d]imidazole). Reaction SMILES: [CH3:1][C:2]1[N:6]=[C:5]([CH3:7])[N:4]([C:8]2[N:13]=[C:12]([CH3:14])[N:11]=[C:10]([C:15]3(O)[CH2:18][CH:17]([C:19]4[N:23]([CH3:24])[C:22]5[CH:25]=[CH:26][CH:27]=[CH:28][C:21]=5[N:20]=4)[CH2:16]3)[CH:9]=2)[N:3]=1.CCN(S(F)(F)[F:36])CC>C(Cl)Cl>[CH3:1][C:2]1[N:6]=[C:5]([CH3:7])[N:4]([C:8]2[N:13]=[C:12]([CH3:14])[N:11]=[C:10]([C:15]3([F:36])[CH2:18][CH:17]([C:19]4[N:23]([CH3:24])[C:22]5[CH:25]=[CH:26][CH:27]=[CH:28][C:21]=5[N:20]=4)[CH2:16]3)[CH:9]=2)[N:3]=1. Procedure details: To a solution of Example 1 (20 mg, 0.051 mmol) in dry CH2Cl2 (2 mL) was added DAST (16 mg, 0.102 mmol) at −78° C. The solution was allowed to warm to room temperature over 1 h at which time LCMS indicated the reaction was complete. The reaction mixture was concentrated and the crude residue was purified by reverse-phase chromatography (5-30% MeOH/H2O) to give Example 2 as a white solid. 1H NMR (400 MHz, CD3OD) δ 7.96-7.86 (m, 3H), 7.74-7.60 (m, 2H), 4.69-4.52 (m, 1H), 4.05 (s, 3H), 3.51-3.34 (m,... Reactants: C(=O)(OC(C)(C)C)N1CCNCC1 (N—BOC-piperazine), ClC1=CC=C(C=C1)C(C=O)C1=CC=C(C=C1)C=1C=NNC1 ((4-Chloro-phenyl)-[4-(1H-pyrazol-4-yl)-phenyl]-acetaldehyde), N1CCC1 (azetidine). Product: N1(CCC1)CC(C1=CC=C(C=C1)Cl)C1=CC=C(C=C1)C=1C=NNC1 (4-{4-[2-Azetidin-1-yl-1-(4-chloro-phenyl)-ethyl]-phenyl}-1H-pyrazole). RXN SMILES: C(N1[CH2:13][CH2:12][NH:11][CH2:10]C1)(OC(C)(C)C)=O.[Cl:14][C:15]1[CH:20]=[CH:19][C:18]([CH:21]([C:24]2[CH:29]=[CH:28][C:27]([C:30]3[CH:31]=[N:32][NH:33][CH:34]=3)=[CH:26][CH:25]=2)[CH:22]=O)=[CH:17][CH:16]=1.N1CCC1>>[N:11]1([CH2:22][CH:21]([C:24]2[CH:29]=[CH:28][C:27]([C:30]3[CH:31]=[N:32][NH:33][CH:34]=3)=[CH:26][CH:25]=2)[C:18]2[CH:19]=[CH:20][C:15]([Cl:14])=[CH:16][CH:17]=2)[CH2:10][CH2:13][CH2:12]1. Procedure: By following the procedure described in Example 33B but replacing bis-(4-chloro-phenyl)-acetaldehyde and N—BOC-piperazine with (4-Chloro-phenyl)-[4-(1H-pyrazol-4-yl)-phenyl]-acetaldehyde and azetidine, the title compound was obtained. LC/MS: (PS-B3) Rt 2.99 [M+H]+ 338.09. 1H NMR (Me-d3-OD) δ 3.57-3.60 (1H, m), 3.63-3.70 (2H, m), 3.71-3.77 (1H, m), 4.01 (2H, m), 4.14 (2H, m), 4.40 (1H, t), 7.40 (4H, br s), 7.49 (2H, d), 7.73 (2H, d), 8.69 (2H, br s). Starting materials: CC(CCC(F)(F)C(F)(F)F)(C(=O)O)S(=O)(=O)CCC(F)(F)F, CN(C)C=O, ClCCl, O=C(Cl)C(=O)Cl. As a reaction SMILES: [CH3:1][C:2]([C:3](=[O:4])[OH:5])([CH2:6][CH2:7][C:8]([C:9]([F:10])([F:11])[F:12])([F:13])[F:14])[S:15](=[O:16])(=[O:17])[CH2:18][CH2:19][C:20]([F:21])([F:22])[F:23].[CH3:33][N:34]([CH3:35])[CH:36]=[O:37].[Cl:24][CH2:25][Cl:26].[Cl:27][C:28]([C:29]([Cl:30])=[O:31])=[O:32]>>[CH3:1][C:2]([C:3](=[O:4])[NH:34][CH3:33])([CH2:6][CH2:7][C:8]([C:9]([F:10])([F:11])[F:12])([F:13])[F:14])[S:15](=[O:16])(=[O:17])[CH2:18][CH2:19][C:20]([F:21])([F:22])[F:23]. Yields the product CNC(=O)C(C)(CCC(F)(F)C(F)(F)F)S(=O)(=O)CCC(F)(F)F. Starting materials: COCCCCc1c(C(=O)OC)[nH]c(=O)n1-c1ccccc1, O=P(Cl)(Cl)Cl. RXN SMILES: [CH3:1][O:2][CH2:3][CH2:4][CH2:5][CH2:6][c:7]1[c:8]([C:19](=[O:20])[O:21][CH3:22])[nH:9][c:10](=[O:18])[n:11]1-[c:12]1[cH:13][cH:14][cH:15][cH:16][cH:17]1.[P:23]([Cl:24])([Cl:25])([Cl:26])=[O:27]>>[CH3:1][O:2][CH2:3][CH2:4][CH2:5][CH2:6][c:7]1[c:8]([C:19](=[O:20])[O:21][CH3:22])[n:9][c:10]([Cl:25])[n:11]1-[c:12]1[cH:13][cH:14][cH:15][cH:16][cH:17]1. The product is COCCCCc1c(C(=O)OC)nc(Cl)n1-c1ccccc1.